describe an organic reaction: reactants, conditions, products, and yield From a dataset of the Open Reaction Database (ORD), a public repository of structured organic reaction records. Reactants: [Br-], CCCCc1nc2ccc(C=O)cc2c(=O)n1Cc1ccc(-c2ccccc2-c2nnnn2C(c2ccccc2)(c2ccccc2)c2ccccc2)cc1, CC[Mg+], C1CCOC1. The product is CCCCc1nc2ccc(C(O)CC)cc2c(=O)n1Cc1ccc(-c2ccccc2-c2nnnn2C(c2ccccc2)(c2ccccc2)c2ccccc2)cc1. Reaction SMILES: [Br-:55].[CH2:1]([CH2:2][CH2:3][CH3:4])[c:5]1[n:6][c:7]2[cH:8][cH:9][c:10]([CH:53]=[O:54])[cH:11][c:12]2[c:13](=[O:52])[n:14]1[CH2:15][c:16]1[cH:17][cH:18][c:19](-[c:22]2[c:23](-[c:28]3[n:29][n:30][n:31][n:32]3[C:33]([c:34]3[cH:35][cH:36][cH:37][cH:38][cH:39]3)([c:40]3[cH:41][cH:42][cH:43][cH:44][cH:45]3)[c:46]3[cH:47][cH:48][cH:49][cH:50][cH:51]3)[cH:24][cH:25][cH:26][cH:27]2)[cH:20][cH:21]1.[CH2:56]([CH3:57])[Mg+:58].[O:59]1[CH2:60][CH2:61][CH2:62][CH2:63]1>>[CH2:1]([CH2:2][CH2:3][CH3:4])[c:5]1[n:6][c:7]2[cH:8][cH:9][c:10]([CH:53]([OH:54])[CH2:56][CH3:57])[cH:11][c:12]2[c:13](=[O:52])[n:14]1[CH2:15][c:16]1[cH:17][cH:18][c:19](-[c:22]2[c:23](-[c:28]3[n:29][n:30][n:31][n:32]3[C:33]([c:34]3[cH:35][cH:36][cH:37][cH:38][cH:39]3)([c:40]3[cH:41][cH:42][cH:43][cH:44][cH:45]3)[c:46]3[cH:47][cH:48][cH:49][cH:50][cH:51]3)[cH:24][cH:25][cH:26][cH:27]2)[cH:20][cH:21]1.